The task is: describe an organic reaction: reactants, conditions, products, and yield. This data is from the Open Reaction Database (ORD), a public repository of structured organic reaction records. The reactants are COC(C(C)C1=CC(=C(C=C1)N1N=CC(=C1)Cl)Cl)=O (2-[3-chloro-4-(4-chloropyrazol-1-yl)phenyl]propionic acid methyl ester), [OH-].[K+] (potassium hydroxide), O (water). The solvent is C(C)O (ethanol). The product is ClC=1C=C(C=CC1N1N=CC(=C1)Cl)C(C(=O)O)C (2-[3-chloro-4-(4-chloropyrazol-1-yl)-phenyl]propionic acid). Isolated yield 94.7%. Reaction SMILES: C[O:2][C:3](=[O:19])[CH:4]([C:6]1[CH:11]=[CH:10][C:9]([N:12]2[CH:16]=[C:15]([Cl:17])[CH:14]=[N:13]2)=[C:8]([Cl:18])[CH:7]=1)[CH3:5].[OH-].[K+].O>C(O)C>[Cl:18][C:8]1[CH:7]=[C:6]([CH:4]([CH3:5])[C:3]([OH:19])=[O:2])[CH:11]=[CH:10][C:9]=1[N:12]1[CH:16]=[C:15]([Cl:17])[CH:14]=[N:13]1 |f:1.2|. Procedure details: 3.0 g (10 mmoles) of 2-[3-chloro-4-(4-chloropyrazol-1-yl)phenyl]propionic acid methyl ester, 1.4 g of potassium hydroxide, 1.5 ml of water and 20 ml of ethanol are heated to the boil for 2 hours, the alcohol is distilled off, water is added and extraction with benzene is effected. This is followed by clarification of the aqueous phase with activated charcoal and acification with 2 N hydrochloric acid to produce 2.7 g (95% of theory) of 2-[3-chloro-4-(4-chloropyrazol-1-yl)-phenyl]propionic acid (... Reactants: C1=CC=CC=2C3=CC=CC=C3C(C12)COC(=O)N[C@@H](COCC1=CC=CC=C1)C(=O)O (N-[(9H-fluoren-9-yl)methoxycarbonyl]-O-phenylmethyl-(L)-serine), C=1C=CC2=C(C1)N=NN2O (HOBT), C1CCC(CC1)N=C=NC2CCCCC2 (DCC), NCCCCN(CC[C@@H](C)NC(OC(C)(C)C)=O)CC1=CC=CC=C1 (N-[3-[(4-aminobutyl)(phenylmethyl)amino]-1-(R)-methylpropyl]carbamic acid, 1, 1-dimethylethyl ester). The solvent is ClCCl (dichloromethane), ClCCl (dichloromethane), C(C)(=O)OCC (ethyl acetate). Reaction conditions: temperature 0 celsius, time 0.5 hour. The product is C1=CC=CC=2C3=CC=CC=C3C(C12)COC(=O)N[C@H](C(NCCCCN(CC[C@H](NC(=O)OC(C)(C)C)C)CC1=CC=CC=C1)=O)COCC1=CC=CC=C1 (13-(S)-[[(9H-Fluoren-9-yl)methoxycarbonyl]amino]-3-(R)-methyl-12-oxo-14-(phenylmethoxy)-6-(phenylmethyl)-2,6,11-triazatetradecanoic acid, 1,1-dimethylethyl ester), solid. Yield: 96.0%. Reaction SMILES: [CH:1]1[C:13]2[CH:12]([CH2:14][O:15][C:16]([NH:18][C@H:19]([C:29](O)=[O:30])[CH2:20][O:21][CH2:22][C:23]3[CH:28]=[CH:27][CH:26]=[CH:25][CH:24]=3)=[O:17])[C:11]3[C:6](=[CH:7][CH:8]=[CH:9][CH:10]=3)[C:5]=2[CH:4]=[CH:3][CH:2]=1.C1C=CC2N(O)N=NC=2C=1.C1CCC(N=C=NC2CCCCC2)CC1.[NH2:57][CH2:58][CH2:59][CH2:60][CH2:61][N:62]([CH2:75][C:76]1[CH:81]=[CH:80][CH:79]=[CH:78][CH:77]=1)[CH2:63][CH2:64][C@H:65]([NH:67][C:68](=[O:74])[O:69][C:70]([CH3:73])([CH3:72])[CH3:71])[CH3:66]>ClCCl.C(OCC)(=O)C>[CH:1]1[C:13]2[CH:12]([CH2:14][O:15][C:16]([NH:18][C@@H:19]([CH2:20][O:21][CH2:22][C:23]3[CH:24]=[CH:25][CH:26]=[CH:27][CH:28]=3)[C:29](=[O:30])[NH:57][CH2:58][CH2:59][CH2:60][CH2:61][N:62]([CH2:75][C:76]3[CH:77]=[CH:78][CH:79]=[CH:80][CH:81]=3)[CH2:63][CH2:64][C@@H:65]([CH3:66])[NH:67][C:68]([O:69][C:70]([CH3:73])([CH3:71])[CH3:72])=[O:74])=[O:17])[C:11]3[C:6](=[CH:7][CH:8]=[CH:9][CH:10]=3)[C:5]=2[CH:4]=[CH:3][CH:2]=1. Procedure details: 1.71 g (4.1.10-3 mol) of N-[(9H-fluoren-9-yl)methoxycarbonyl]-O-phenylmethyl-(L)-serine are dissolved in 60 ml of dichloromethane. The solution is cooled to 0° C. and a solution of 0.55 g (4.10-3 mol) of HOBT and 1.54 g (7.5.10-3 mol) of DCC in 20 ml of dichloromethane is added. The mixture is stirred for 0.5 hour, 1.30 g (3.72.10-3 mol) of N-[3-[(4-aminobutyl)(phenylmethyl)amino]-1-(R)-methylpropyl]carbamic acid, 1, 1-dimethylethyl ester are then added and the reaction mixture is stirred at roo... Starting materials: [H-].[Na+] (sodium hydride), O (water), C(C)OP(=O)C(C)(OCC)OCC (1,1-diethoxyethylphosphinic acid ethyl ester), BrCC1CCCCC1 (bromomethylcyclohexane). Solvent: O1CCCC1 (tetrahydrofuran). Run at time 1.5 hour. The product is C(C)OP(=O)(CC1CCCCC1)C(C)(OCC)OCC (1,1-diethoxyethyl(cyclohexylmethyl)phosphinic acid ethyl ester). RXN SMILES: [H-].[Na+].[CH2:3]([O:5][PH:6]([C:8]([O:13][CH2:14][CH3:15])([O:10][CH2:11][CH3:12])[CH3:9])=[O:7])[CH3:4].Br[CH2:17][CH:18]1[CH2:23][CH2:22][CH2:21][CH2:20][CH2:19]1.O>O1CCCC1>[CH2:3]([O:5][P:6]([C:8]([O:13][CH2:14][CH3:15])([O:10][CH2:11][CH3:12])[CH3:9])([CH2:17][CH:18]1[CH2:23][CH2:22][CH2:21][CH2:20][CH2:19]1)=[O:7])[CH3:4] |f:0.1|. Procedure: 21 g of 99% sodium hydride are suspended at room temperature under argon in 1000 ml of anhydrous tetrahydrofuran, and a solution of 172.2 g of 1,1-diethoxyethylphosphinic acid ethyl ester is added dropwise over a period of 2.5 hours, the temperature being maintained at from 20° to 25°. The reaction is exothermic and involves the evolution of gas. The batch is then stirred for 1.5 hours at room temperature, 142.2 g of bromomethylcyclohexane are added and heating under reflux is effected for 24 ho... Starting materials: COC(C1=C(C(=CC(=C1C)OC)O[Si](C(C(C)C)(C)C)(C)C)CSC[C@@H](C1=NC(=NO1)C)N)=O ((R)-2-[2-amino-2-(3-methyl-1,2,4-oxadiazol-5-yl)-ethylsulfanyl-methyl]-3-[dimethyl-(1,1,2-trimethylpropyl)-silanyloxy]-5-methoxy-6-methyl-benzoic acid methyl ester), Cl.FC=1NC=CN1 (2-fluoroimidazole hydrochloride), Cl.FC=1NC=CN1 (2-fluoroimidazole hydrochloride). Run in CN(C=O)C (N,N-dimethylformamide). Reaction conditions: time 6 hour. The product is Cl.COC(C1=C(C(=CC(=C1C)OC)O)CSC[C@@H](C1=NC(=NO1)C)NC=1NC=CN1)=O ((R)-3-hydroxy-2-[2-(imidazol-2-ylamino)-2-(3-methyl-1,2,4-oxadiazol-5-yl)-ethylsulfanylmethyl]-5methoxy-6-methyl-benzoic acid methyl ester hydrochloride). Isolated yield 34.1%. RXN SMILES: [CH3:1][O:2][C:3](=[O:34])[C:4]1[C:9]([CH3:10])=[C:8]([O:11][CH3:12])[CH:7]=[C:6]([O:13][Si](C)(C)C(C)(C)C(C)C)[C:5]=1[CH2:23][S:24][CH2:25][C@H:26]([NH2:33])[C:27]1[O:31][N:30]=[C:29]([CH3:32])[N:28]=1.[ClH:35].F[C:37]1[NH:38][CH:39]=[CH:40][N:41]=1>CN(C)C=O>[ClH:35].[CH3:1][O:2][C:3](=[O:34])[C:4]1[C:9]([CH3:10])=[C:8]([O:11][CH3:12])[CH:7]=[C:6]([OH:13])[C:5]=1[CH2:23][S:24][CH2:25][C@H:26]([NH:33][C:37]1[NH:38][CH:39]=[CH:40][N:41]=1)[C:27]1[O:31][N:30]=[C:29]([CH3:32])[N:28]=1 |f:1.2,4.5|. Procedure details: A solution of 985 mg of (R)-2-[2-amino-2-(3-methyl-1,2,4-oxadiazol-5-yl)-ethylsulfanyl-methyl]-3-[dimethyl-(1,1,2-trimethylpropyl)-silanyloxy]-5-methoxy-6-methyl-benzoic acid methyl ester and 237 mg of 2-fluoroimidazole hydrochloride in 5 ml of N,N-dimethylformamide were stirred under argon at 50° C. for 3 h. A second portion of 117 mg of 2-fluoroimidazole hydrochloride was added and stirring was continued for 6 h. The reaction mixture was cooled and the solvent evaporated in vacuo. The residue ... Reactants: C(C)(=O)[O-].[Na+] (sodium acetate), ClN1C(N(C(N(C1=O)Cl)=O)Cl)=O (trichloroisocyanuric acid), C(CCCCCCCCC)O (1-decanol). Reagents/catalysts: CC1(CCCC(N1[O])(C)C)C (TEMPO). Run in C(Cl)Cl (methylene chloride), C(Cl)Cl (methylene chloride). Reaction conditions: temperature 0 celsius, time 1 hour. Product: C(CCCCCCCCC)=O (decanal). The yield is 98.3%. Reaction SMILES: [CH2:1]([OH:11])[CH2:2][CH2:3][CH2:4][CH2:5][CH2:6][CH2:7][CH2:8][CH2:9][CH3:10].C([O-])(=O)C.[Na+].ClN1C(=O)N(Cl)C(=O)N(Cl)C1=O>C(Cl)Cl.CC1(C)N([O])C(C)(C)CCC1>[CH:1](=[O:11])[CH2:2][CH2:3][CH2:4][CH2:5][CH2:6][CH2:7][CH2:8][CH2:9][CH3:10] |f:1.2,^1:35|. Procedure details: 6.08 g (38.4 mmol) of 1-decanol were dissolved in 58 ml of methylene chloride in a 200 ml sulphonation flask. 3.3 g (40.2 mmol) of sodium acetate and 3.6 g (15.5 mmol) of trichloroisocyanuric acid were added thereto. The mixture was cooled to 0° C. while stirring. A solution of 30 mg (0.12 mmol) of TEMPO derivative C in 3.5 ml of methylene chloride was dosed in within 30 minutes. The temperature was held at 0°-3° C. by constant cooling. The reaction had finished after 1 hour. The white precipita... The reactants are C=CCCCCC(O)c1cc2c(OCCCC)c(OCCCC)c(OCCCC)cc2c2cc(OCCCCC)c(OCCCCC)cc12, CCCCCC, O=[Cr](=O)([O-])Cl, c1cc[nH+]cc1. Product: C=CCCCCC(=O)c1cc2c(OCCCC)c(OCCCC)c(OCCCC)cc2c2cc(OCCCCC)c(OCCCCC)cc12. Reaction SMILES: [CH2:12]([CH2:13][CH2:14][CH3:15])[O:16][c:17]1[c:18]([O:56][CH2:57][CH2:58][CH2:59][CH3:60])[c:19]([O:51][CH2:52][CH2:53][CH2:54][CH3:55])[cH:20][c:21]2[c:22]3[cH:23][c:24]([O:45][CH2:46][CH2:47][CH2:48][CH2:49][CH3:50])[c:25]([O:39][CH2:40][CH2:41][CH2:42][CH2:43][CH3:44])[cH:26][c:27]3[c:28]([CH:31]([CH2:32][CH2:33][CH2:34][CH2:35][CH:36]=[CH2:37])[OH:38])[cH:29][c:30]12.[CH3:61][CH2:62][CH2:63][CH2:64][CH2:65][CH3:66].[O:1]=[Cr:2]([Cl:3])([O-:4])=[O:5].[nH+:6]1[cH:7][cH:8][cH:9][cH:10][cH:11]1>>[CH2:12]([CH2:13][CH2:14][CH3:15])[O:16][c:17]1[c:18]([O:56][CH2:57][CH2:58][CH2:59][CH3:60])[c:19]([O:51][CH2:52][CH2:53][CH2:54][CH3:55])[cH:20][c:21]2[c:22]3[cH:23][c:24]([O:45][CH2:46][CH2:47][CH2:48][CH2:49][CH3:50])[c:25]([O:39][CH2:40][CH2:41][CH2:42][CH2:43][CH3:44])[cH:26][c:27]3[c:28]([C:31]([CH2:32][CH2:33][CH2:34][CH2:35][CH:36]=[CH2:37])=[O:38])[cH:29][c:30]12. Reactants: C1(CC1)NC1CCN(CC1)C1=NC(=NO1)C(C)C (cyclopropyl-[1-(3-isopropyl-[1,2,4]oxadiazol-5-yl)-piperidin-4-yl]-amine), CC1=NC=NN1C1=CC=C(C(=O)O)C=C1 (4-(5-methyl-[1,2,4]triazol-1-yl)-benzoic acid). The product is C1(CC1)N(C(C1=CC=C(C=C1)N1N=CN=C1C)=O)C1CCN(CC1)C1=NC(=NO1)C(C)C (N-Cyclopropyl-N-[1-(3-isopropyl-[1,2,4]oxadiazol-5-yl)-piperidin-4-yl]-4-(5-methyl-[1,2,4]triazol-1-yl)-benzamide). Reaction SMILES: [CH:1]1([NH:4][CH:5]2[CH2:10][CH2:9][N:8]([C:11]3[O:15][N:14]=[C:13]([CH:16]([CH3:18])[CH3:17])[N:12]=3)[CH2:7][CH2:6]2)[CH2:3][CH2:2]1.[CH3:19][C:20]1[N:24]([C:25]2[CH:33]=[CH:32][C:28]([C:29](O)=[O:30])=[CH:27][CH:26]=2)[N:23]=[CH:22][N:21]=1>>[CH:1]1([N:4]([CH:5]2[CH2:10][CH2:9][N:8]([C:11]3[O:15][N:14]=[C:13]([CH:16]([CH3:18])[CH3:17])[N:12]=3)[CH2:7][CH2:6]2)[C:29](=[O:30])[C:28]2[CH:27]=[CH:26][C:25]([N:24]3[C:20]([CH3:19])=[N:21][CH:22]=[N:23]3)=[CH:33][CH:32]=2)[CH2:2][CH2:3]1. Procedure: The title compound is prepared from cyclopropyl-[1-(3-isopropyl-[1,2,4]oxadiazol-5-yl)-piperidin-4-yl]-amine and 4-(5-methyl-[1,2,4]triazol-1-yl)-benzoic acid following a procedure analogous to that described in Example 90. LC (method 19): tR=3.30 min; Mass spectrum (ESI+): m/z=436 [M+H]+. As a reaction SMILES: [Cl:1][C:2]1[CH:3]=[C:4]([N:8]([C:40]2[CH:45]=[CH:44][CH:43]=[CH:42][CH:41]=2)[C:9]([N:11]2[CH2:16][CH2:15][N:14]([C:17](=[O:29])[N:18]([CH2:24][CH2:25][CH2:26][CH2:27][CH3:28])[CH2:19][CH2:20][CH2:21][CH2:22][CH3:23])[CH2:13][C@H:12]2[C:30]([NH:32][CH2:33][CH2:34][NH:35][CH2:36][C:37](=[O:39])[NH2:38])=[O:31])=[O:10])[CH:5]=[CH:6][CH:7]=1.[CH3:46][O:47][C:48]1[CH:55]=[CH:54][CH:53]=[CH:52][C:49]=1[CH2:50]Cl.CCN(C(C)C)C(C)C>C(#N)C.C(Cl)(Cl)Cl>[CH2:24]([N:18]([CH2:19][CH2:20][CH2:21][CH2:22][CH3:23])[C:17]([N:14]1[CH2:15][CH2:16][N:11]([C:9](=[O:10])[N:8]([C:4]2[CH:5]=[CH:6][CH:7]=[C:2]([Cl:1])[CH:3]=2)[C:40]2[CH:41]=[CH:42][CH:43]=[CH:44][CH:45]=2)[C@H:12]([C:30]([NH:32][CH2:33][CH2:34][N:35]([CH2:50][C:49]2[CH:52]=[CH:53][CH:54]=[CH:55][C:48]=2[O:47][CH3:46])[CH2:36][C:37](=[O:39])[NH2:38])=[O:31])[CH2:13]1)=[O:29])[CH2:25][CH2:26][CH2:27][CH3:28]. Run at time 24 hour. Run in C(C)#N (acetonitrile), C(Cl)(Cl)Cl (chloroform). Product: C(CCCC)N(C(=O)N1C[C@H](N(CC1)C(N(C1=CC=CC=C1)C1=CC(=CC=C1)Cl)=O)C(=O)NCCN(CC(N)=O)CC1=C(C=CC=C1)OC)CCCCC ((S)-4-(N,N-Di-n-pentylcarbamoyl)-1-(N-(3-chlorophenyl)-N-phenylcarbamoyl)-2-(2-(N-(2- methoxybenzyl)-N-(carbamoylmethyl)amino)ethylaminocarbonyl)piperazine). Procedure: A solution of 74 mg (ca. 0.11 mmole) of 1-(N-(3-chlorophenyl)-N-phenylcarbamoyl)-2-(2-(N-(methylcarboxamido)amino)-N-(methyl)ethylaminocarbonyl)- 4-(N,N-di-n-pentylcarbamoyl)piperazine (from Step E above) in 2 mL of acetonitrile was treated with 72 mg (0.23 mmole) of a 50 wt % solution of 2-methoxybenzyl chloride in chloroform and 60 microliters (0.35 mmole) of DIEA, and the mixture was stirred at room temperature for 24 hours and then at 80° C. for 36 hours. After cooling to room temperature, t... The reactants are ClC=1C=C(C=CC1)N(C(=O)N1[C@@H](CN(CC1)C(N(CCCCC)CCCCC)=O)C(=O)NCCNCC(N)=O)C1=CC=CC=C1 ((S)-1-(N-(3-Chlorophenyl)-N-phenylcarbamoyl)-2-(2-(N-(carbamoylmethyl)amino)ethylaminocarbonyl)-4-(N,N-di-n-pentylcarbamoyl)piperazine), COC1=C(CCl)C=CC=C1 (2-methoxybenzyl chloride), CCN(C(C)C)C(C)C (DIEA). The yield is 23.0%. Reaction SMILES: [Cl:1][C:2]1[CH:3]=[C:4]([N:8]2[C:12]([C:13]3[CH:18]=[CH:17][CH:16]=[C:15]([N+:19]([O-:21])=[O:20])[CH:14]=3)=[CH:11][C:10]([C:22]([O:24]CC)=[O:23])=[N:9]2)[CH:5]=[CH:6][CH:7]=1.[OH-].[K+]>>[Cl:1][C:2]1[CH:3]=[C:4]([N:8]2[C:12]([C:13]3[CH:18]=[CH:17][CH:16]=[C:15]([N+:19]([O-:21])=[O:20])[CH:14]=3)=[CH:11][C:10]([C:22]([OH:24])=[O:23])=[N:9]2)[CH:5]=[CH:6][CH:7]=1 |f:1.2|. Yield: 92.0%. Reactants: ClC=1C=C(C=CC1)N1N=C(C=C1C1=CC(=CC=C1)[N+](=O)[O-])C(=O)OCC (Ethyl 1-(3-chlorophenyl)-5-(3-nitrophenyl)-1H-pyrazole-3-carboxylate), [OH-].[K+] (potassium hydroxide). Product: ClC=1C=C(C=CC1)N1N=C(C=C1C1=CC(=CC=C1)[N+](=O)[O-])C(=O)O (1-(3-Chlorophenyl)-5-(3-nitrophenyl)-1H-pyrazole-3-carboxylic acid). Reported procedure: Starting from 400 mg (1.1 mmol) of ethyl 1-(3-chlorophenyl)-5-(3-nitrophenyl)-1H-pyrazole-3-carboxylate from example 20A and 603 mg (10.7 mmol) of potassium hydroxide, 340.5 mg (0.99 mmol, 92% yield of theory) are obtained as crystals according to the method described in example 7A.